Dataset: the Open Reaction Database (ORD), a public repository of structured organic reaction records. Task: describe an organic reaction: reactants, conditions, products, and yield Reactants: O=C1OC2(CCN(C(=O)c3c[nH]c4cc(Cl)ccc34)CC2)c2ccccc21, O=C(Cl)c1cccc(F)c1. Product: O=C1OC2(CCN(C(=O)c3cn(C(=O)c4cccc(F)c4)c4cc(Cl)ccc34)CC2)c2ccccc21. RXN SMILES: [Cl:1][c:2]1[cH:3][cH:4][c:5]2[c:6]([C:11](=[O:12])[N:13]3[CH2:14][CH2:15][C:16]4([O:17][C:18](=[O:25])[c:19]5[c:20]4[cH:21][cH:22][cH:23][cH:24]5)[CH2:26][CH2:27]3)[cH:7][nH:8][c:9]2[cH:10]1.[F:28][c:29]1[cH:30][c:31]([C:32](=[O:33])[Cl:34])[cH:35][cH:36][cH:37]1>>[Cl:1][c:2]1[cH:3][cH:4][c:5]2[c:6]([C:11](=[O:12])[N:13]3[CH2:14][CH2:15][C:16]4([O:17][C:18](=[O:25])[c:19]5[c:20]4[cH:21][cH:22][cH:23][cH:24]5)[CH2:26][CH2:27]3)[cH:7][n:8]([C:32]([c:31]3[cH:30][c:29]([F:28])[cH:37][cH:36][cH:35]3)=[O:33])[c:9]2[cH:10]1. Reactants: CC(C(N[C@H](COCC1=CC=CC=C1)C(=O)N1CC2(C(CN(C2=O)C)C2=CC=CC=C2)CCC1)=O)(CO[Si](C(C)(C)C)(C)C)NC(OC(C)(C)C)=O (tert-butyl (4R)-7,10,10,11,11-pentamethyl-4-(2-methyl-1-oxo-4-phenyl-2,7-diazaspiro[4.5]decane-7-carbonyl)-6-oxo-1-phenyl-2,9-dioxa-5-aza-10-siladodecan-7-ylcarbamate), CC(C(N[C@H](COCC1=CC=CC=C1)C(=O)N1CC2(C(CN(C2=O)C)C2=CC=CC=C2)CCC1)=O)(CO[Si](C(C)(C)C)(C)C)NC(OC(C)(C)C)=O (tert-butyl (4R)-7,10,10,11,11-pentamethyl-4-(2-methyl-1-oxo-4-phenyl-2,7-diazaspiro[4.5]decane-7-carbonyl)-6-oxo-1-phenyl-2,9-dioxa-5-aza-10-siladodecan-7-ylcarbamate), Cl (HCl), CCOCC (Et2O), O (water). Reaction conditions: time 2 hour. The product is N[C@@](C(=O)N[C@@H](C(=O)N1CC2(C(CN(C2=O)C)C2=CC=CC=C2)CCC1)COCC1=CC=CC=C1)(CO)C ((2R)-2-amino-N-((2R)-3-(benzyloxy)-1-(2-methyl-1-oxo-4-phenyl-2,7-diazaspiro[4.5]decan-7-yl)-1-oxopropan-2-yl)-3-hydroxy-2-methylpropanamide). As a reaction SMILES: [CH3:1][C:2]([NH:45]C(=O)OC(C)(C)C)([CH2:36][O:37][Si](C)(C)C(C)(C)C)[C:3](=[O:35])[NH:4][C@@H:5]([C:15]([N:17]1[CH2:34][CH2:33][CH2:32][C:19]2([C:23](=[O:24])[N:22]([CH3:25])[CH2:21][CH:20]2[C:26]2[CH:31]=[CH:30][CH:29]=[CH:28][CH:27]=2)[CH2:18]1)=[O:16])[CH2:6][O:7][CH2:8][C:9]1[CH:14]=[CH:13][CH:12]=[CH:11][CH:10]=1.Cl.CCOCC.O>>[NH2:45][C@:2]([CH3:1])([CH2:36][OH:37])[C:3]([NH:4][C@H:5]([CH2:6][O:7][CH2:8][C:9]1[CH:10]=[CH:11][CH:12]=[CH:13][CH:14]=1)[C:15]([N:17]1[CH2:34][CH2:33][CH2:32][C:19]2([C:23](=[O:24])[N:22]([CH3:25])[CH2:21][CH:20]2[C:26]2[CH:31]=[CH:30][CH:29]=[CH:28][CH:27]=2)[CH2:18]1)=[O:16])=[O:35]. Reported procedure: A mixture comprising tert-butyl (4R)-7,10,10,11,11-pentamethyl-4-(2-methyl-1-oxo-4-phenyl-2,7-diazaspiro[4.5]decane-7-carbonyl)-6-oxo-1-phenyl-2,9-dioxa-5-aza-10-siladodecan-7-ylcarbamate (Intermediate from step 4) (140 mg, 0.190 mmol) and 2M HCl in Et2O (2.9 mL, 5.70 mmol) was treated with water (300 mg, 16.65 mmol) dropwise and stirred at room temperature for 2 hours. The reaction mixture was concentrated in vacuo. The resulting crude was dried in a vacuum oven for 24 hours at 50° C. to afford...